This data is from the Open Reaction Database (ORD), a public repository of structured organic reaction records. The task is: describe an organic reaction: reactants, conditions, products, and yield The reactants are C(C=O)(=O)O (glyoxylic acid), C(CCC)O (butanol), C(CCC)O (Butanol). The product is C(CCC)OC(C(=O)OCCCC)O (butyl glyoxylate butyl hemiacetal). Yield: 2.0%. RXN SMILES: [C:1]([OH:5])(=[O:4])[CH:2]=[O:3].[CH2:6]([OH:10])[CH2:7][CH2:8][CH3:9]>>[CH2:6]([O:4][CH:1]([OH:5])[C:2]([O:10][CH2:6][CH2:7][CH2:8][CH3:9])=[O:3])[CH2:7][CH2:8][CH3:9]. Procedure details: Aqueous glyoxylic acid (50%) in the amount of 1,980 parts (13.3 moles) and butanol in the amount of 1,210 parts (16.4 moles) are heated at 55°-60° C. and stripped under vacuum. Butanol in the amount of 1,210 parts (16.4 moles) is added and the reaction is heated at 80°-85° C. under reflux at reduced pressure for two hours. Volatiles are removed at 55°-60° C. under vacuum. Butanol in the amount of 807 parts (10.9 moles) is added and the reaction mixture is refluxed at 80°-85° C. under reduced pre...